Dataset: the Open Reaction Database (ORD), a public repository of structured organic reaction records. Task: describe an organic reaction: reactants, conditions, products, and yield Starting materials: [N+](=O)([O-])C1=CN=C2N1C=C(C=C2)SC2=NC=CC=C2 (3-nitro-6-(2-pyridylthio) imidazo [1,2-a] pyridine), [H][H] (hydrogen). The reagents and catalysts are [Pd] (palladium on carbon). Run in O1CCOCC1 (dioxane). The product is NC1=CN=C2N1C=C(C=C2)SC2=NC=CC=C2 (3-amino-6-(2-pyridylthio) imidazo [1,2-a] pyridine). RXN SMILES: [N+:1]([C:4]1[N:8]2[CH:9]=[C:10]([S:13][C:14]3[CH:19]=[CH:18][CH:17]=[CH:16][N:15]=3)[CH:11]=[CH:12][C:7]2=[N:6][CH:5]=1)([O-])=O.[H][H]>[Pd].O1CCOCC1>[NH2:1][C:4]1[N:8]2[CH:9]=[C:10]([S:13][C:14]3[CH:19]=[CH:18][CH:17]=[CH:16][N:15]=3)[CH:11]=[CH:12][C:7]2=[N:6][CH:5]=1. Procedure: A solution of 0.542 gm. (0.002 mole) of 3-nitro-6-(2-pyridylthio) imidazo [1,2-a] pyridine in 20 ml. of dioxane is reduced at 40 psi. under a hydrogen atmosphere with 0.500 g. of 5% palladium on carbon as catalyst. When the uptake of hydrogen is complete, the catalyst is removed by filtration. The filtrate is evaporated in vacuo to yield 3-amino-6-(2-pyridylthio) imidazo [1,2-a] pyridine. Starting materials: COc1cccc2c1Oc1cc(Cl)ccc1N2C1CCN(C(=O)OC(C)(C)C)CC1, CC(C)(C)OC(=O)N1CCC(N2c3ccccc3Oc3cc(-c4nnn[nH]4)ccc32)CC1, ClCCl, Cl, O=C(O)C(F)(F)F. The product is O=C(O)C(F)(F)F, COc1cccc2c1Oc1cc(Cl)ccc1N2C1CCNCC1. RXN SMILES: [C:1]([O:2][C:3](=[O:4])[N:8]1[CH2:9][CH2:10][CH:11]([N:14]2[c:15]3[cH:16][cH:17][cH:18][c:19]([O:29][CH3:30])[c:20]3[O:21][c:22]3[cH:23][c:24]([Cl:28])[cH:25][cH:26][c:27]32)[CH2:12][CH2:13]1)([CH3:5])([CH3:6])[CH3:7].[C:31]([O:32][C:33]([N:34]1[CH2:35][CH2:36][CH:37]([N:38]2[c:39]3[cH:40][cH:41][c:42](-[c:43]4[nH:44][n:45][n:46][n:47]4)[cH:48][c:49]3[O:50][c:51]3[c:52]2[cH:53][cH:54][cH:55][cH:56]3)[CH2:57][CH2:58]1)=[O:59])([CH3:60])([CH3:61])[CH3:62].[CH2:71]([Cl:72])[Cl:73].[ClH:70].[F:63][C:64]([C:65](=[O:66])[OH:67])([F:68])[F:69]>>[F:63][C:64]([C:65](=[O:66])[OH:67])([F:68])[F:69].[NH:8]1[CH2:9][CH2:10][CH:11]([N:14]2[c:15]3[cH:16][cH:17][cH:18][c:19]([O:29][CH3:30])[c:20]3[O:21][c:22]3[cH:23][c:24]([Cl:28])[cH:25][cH:26][c:27]32)[CH2:12][CH2:13]1. The reactants are C1CCOC1, [Li]CCCC, CCCCCC, Cc1ccccc1, O=C(Cl)C(=O)Cl, ClCCl, [N-]=[N+]=[N-], [Na+], O=C(O)CC1OC(=C2C(=O)Nc3ccccc32)c2ccccc21, O. Product: O=C=NCC1OC(=C2C(=O)Nc3ccccc32)c2ccccc21. Reaction SMILES: [CH2:39]1[O:40][CH2:41][CH2:42][CH2:43]1.[CH3:24][CH2:25][CH2:26][CH2:27][Li:28].[CH3:44][CH2:45][CH2:46][CH2:47][CH2:48][CH3:49].[CH3:54][c:55]1[cH:56][cH:57][cH:58][cH:59][cH:60]1.[Cl:29][C:30]([C:32]([Cl:31])=[O:33])=[O:34].[Cl:50][CH2:51][Cl:52].[N-:36]=[N+:37]=[N-:38].[Na+:35].[O:1]=[C:2]1[NH:3][c:4]2[cH:5][cH:6][cH:7][cH:8][c:9]2[C:10]1=[C:11]1[O:12][CH:13]([CH2:20][C:21]([OH:22])=[O:23])[c:14]2[cH:15][cH:16][cH:17][cH:18][c:19]21.[OH2:53]>>[O:1]=[C:2]1[NH:3][c:4]2[cH:5][cH:6][cH:7][cH:8][c:9]2[C:10]1=[C:11]1[O:12][CH:13]([CH2:20][N:36]=[C:32]=[O:33])[c:14]2[cH:15][cH:16][cH:17][cH:18][c:19]21.